This data is from the Open Reaction Database (ORD), a public repository of structured organic reaction records. The task is: describe an organic reaction: reactants, conditions, products, and yield The reactants are BrC1=CC(=C(C(=O)OCC2=CC=CC=C2)C=C1)F (Phenylmethyl 4-bromo-2-fluorobenzoate), C1(=CC=CC=C1)O (phenol), C([O-])([O-])=O.[K+].[K+] (potassium carbonate). The solvent is CN(C=O)C (N,N-dimethylformamide). Run at temperature 85 celsius. Product: BrC1=CC(=C(C(=O)OCC2=CC=CC=C2)C=C1)OC1=CC=CC=C1 (Phenylmethyl 4-bromo-2-(phenyloxy)benzoate). As a reaction SMILES: [Br:1][C:2]1[CH:17]=[CH:16][C:5]([C:6]([O:8][CH2:9][C:10]2[CH:15]=[CH:14][CH:13]=[CH:12][CH:11]=2)=[O:7])=[C:4](F)[CH:3]=1.[C:19]1([OH:25])[CH:24]=[CH:23][CH:22]=[CH:21][CH:20]=1.C(=O)([O-])[O-].[K+].[K+]>CN(C)C=O>[Br:1][C:2]1[CH:17]=[CH:16][C:5]([C:6]([O:8][CH2:9][C:10]2[CH:15]=[CH:14][CH:13]=[CH:12][CH:11]=2)=[O:7])=[C:4]([O:25][C:19]2[CH:24]=[CH:23][CH:22]=[CH:21][CH:20]=2)[CH:3]=1 |f:2.3.4|. Reported procedure: Phenylmethyl 4-bromo-2-fluorobenzoate (Example 189, 260 mg, 0.84 mmol) was combined with phenol (160 mg, 1.68 mmol, 2.0 eq.) and solid potassium carbonate (580 mg, 4.21 mmol, 5.0 eq.) in anhydrous N,N-dimethylformamide and was heated at 85° C. for 5 hours. The mixture was cooled and partitioned between diethyl ether and water. The aqueous layer was separated and extracted with fresh ether. The organic layers were combined, washed with brine (4×), dried (MgSO4), and concentrated in vacuo to a cru...